From a dataset of the Open Reaction Database (ORD), a public repository of structured organic reaction records. describe an organic reaction: reactants, conditions, products, and yield Reactants: Cc1cc(N)ccc1Oc1cccc(C(=O)OC(C)(C)C)c1, O=c1[nH]cnc2cnc(F)cc12, CN(C)C=O, O=S(Cl)Cl. The product is Cc1cc(Nc2ncnc3cnc(F)cc23)ccc1Oc1cccc(C(=O)OC(C)(C)C)c1. Reaction SMILES: [C:17]([CH3:18])([CH3:19])([CH3:20])[O:21][C:22]([c:23]1[cH:24][c:25]([O:29][c:30]2[c:31]([CH3:37])[cH:32][c:33]([NH2:36])[cH:34][cH:35]2)[cH:26][cH:27][cH:28]1)=[O:38].[F:1][c:2]1[cH:3][c:4]2[c:5]([n:6][cH:7][nH:8][c:9]2=[O:10])[cH:11][n:12]1.[O:39]=[CH:40][N:41]([CH3:42])[CH3:43].[S:13]([Cl:14])([Cl:15])=[O:16]>>[F:1][c:2]1[cH:3][c:4]2[c:5]([n:6][cH:7][n:8][c:9]2[NH:36][c:33]2[cH:32][c:31]([CH3:37])[c:30]([O:29][c:25]3[cH:24][c:23]([C:22]([O:21][C:17]([CH3:18])([CH3:19])[CH3:20])=[O:38])[cH:28][cH:27][cH:26]3)[cH:35][cH:34]2)[cH:11][n:12]1. The reactants are Cl.C(C)N=C=NCCCN(C)C (1-Ethyl-(3-dimethylaminopropyl)carbodiimide hydrochloride), BrC=1C(=NC(=NC1)Cl)N1C(COCC1)C(=O)O (4-(5-bromo-2-chloropyrimidin-4-yl)morpholine-3-carboxylic acid), ON1N=NC2=C1C=CC=C2 (1-hydroxybenzotriazole), [C@@H]1(CCC2=CC=CC=C12)N ((S)-2,3-dihydro-1H-inden-1-amine). The solvent is O1CCOCC1 (1,4-dioxane). The product is BrC=1C(=NC(=NC1)Cl)N1C(COCC1)C(=O)N[C@H]1CCC2=CC=CC=C12 (4-(5-bromo-2-chloropyrimidin-4-yl)-N—((S)-2,3-dihydro-1H-inden-1-yl)morpholine-3-carboxamide). As a reaction SMILES: [Br:1][C:2]1[C:3]([N:9]2[CH2:14][CH2:13][O:12][CH2:11][CH:10]2[C:15]([OH:17])=O)=[N:4][C:5]([Cl:8])=[N:6][CH:7]=1.ON1C2C=CC=CC=2N=N1.[C@@H:28]1([NH2:37])[C:36]2[C:31](=[CH:32][CH:33]=[CH:34][CH:35]=2)[CH2:30][CH2:29]1.Cl.C(N=C=NCCCN(C)C)C>O1CCOCC1>[Br:1][C:2]1[C:3]([N:9]2[CH2:14][CH2:13][O:12][CH2:11][CH:10]2[C:15]([NH:37][C@@H:28]2[C:36]3[C:31](=[CH:32][CH:33]=[CH:34][CH:35]=3)[CH2:30][CH2:29]2)=[O:17])=[N:4][C:5]([Cl:8])=[N:6][CH:7]=1 |f:3.4|. Reported procedure: To a 50 mL pear flask were added 4-(5-bromo-2-chloropyrimidin-4-yl)morpholine-3-carboxylic acid (PREPARATION x30, 300 mg, 0.930 mmol), 1-hydroxybenzotriazole (126 mg, 0.930 mmol), and (S)-2,3-dihydro-1H-inden-1-amine (0.119 mL, 0.930 mmol) in 1,4-dioxane (25 mL) to give a green solution. 1-Ethyl-(3-dimethylaminopropyl)carbodiimide hydrochloride (178 mg, 0.930 mmol) was added to the solution, which was allowed to reaction at room temperature for 6 hours. The reaction mixture was subsequently part... Reactants: [Li+].C[Si](C)(C)[N-][Si](C)(C)C (LHMDS), CC1CCCCC1 (methylcyclohexane), [NH4+].[Cl-] (NH4Cl), [Si](C)(C)(C(C)(C)C)OCC=1C=C2CCCN(C2=NC1C(OC)OC)C(=O)OC1=CC=CC=C1 (phenyl 6-(((tert-butyldimethylsilyl)oxy)methyl)-7-(dimethoxymethyl)-3,4-dihydro-1,8-naphthyridine-1(2H)-carboxylate), [Si](C)(C)(C(C)(C)C)OCC=1C=C2CCCN(C2=NC1C(OC)OC)C(=O)OC1=CC=CC=C1 (phenyl 6-(((tert-butyldimethylsilyl)oxy)methyl)-7-(dimethoxymethyl)-3,4-dihydro-1,8-naphthyridine-1(2H)-carboxylate), NC1=NC=C(C#N)C(=C1)N1CC(OCC1)CN(C)C (racemic 6-amino-4-(2-((dimethylamino)methyl)morpholino)nicotinonitrile), NC1=NC=C(C#N)C(=C1)N1CC(OCC1)CN(C)C (racemic 6-amino-4-(2-((dimethylamino)methyl)morpholino)nicotinonitrile). Solvent: C1CCOC1 (THF). Reaction conditions: temperature -78 celsius, time 15 minute. The product is [Si](C)(C)(C(C)(C)C)OCC=1C=C2CCCN(C2=NC1C(OC)OC)C(=O)NC1=NC=C(C(=C1)N1CC(OCC1)CN(C)C)C#N ((racemic) 6-(((tert-butyldimethylsilyl)oxy)methyl)-N-(5-cyano-4-(2-((dimethylamino)methyl)morpholino)pyridin-2-yl)-7-(dimethoxymethyl)-3,4-dihydro-1,8-naphthyridine-1(2H)-carboxamide). RXN SMILES: [Si:1]([O:8][CH2:9][C:10]1[CH:11]=[C:12]2[C:17](=[N:18][C:19]=1[CH:20]([O:23][CH3:24])[O:21][CH3:22])[N:16]([C:25](OC1C=CC=CC=1)=[O:26])[CH2:15][CH2:14][CH2:13]2)([C:4]([CH3:7])([CH3:6])[CH3:5])([CH3:3])[CH3:2].[NH2:34][C:35]1[CH:42]=[C:41]([N:43]2[CH2:48][CH2:47][O:46][CH:45]([CH2:49][N:50]([CH3:52])[CH3:51])[CH2:44]2)[C:38]([C:39]#[N:40])=[CH:37][N:36]=1.[Li+].C[Si]([N-][Si](C)(C)C)(C)C.CC1CCCCC1.[NH4+].[Cl-]>C1COCC1>[Si:1]([O:8][CH2:9][C:10]1[CH:11]=[C:12]2[C:17](=[N:18][C:19]=1[CH:20]([O:21][CH3:22])[O:23][CH3:24])[N:16]([C:25]([NH:34][C:35]1[CH:42]=[C:41]([N:43]3[CH2:48][CH2:47][O:46][CH:45]([CH2:49][N:50]([CH3:52])[CH3:51])[CH2:44]3)[C:38]([C:39]#[N:40])=[CH:37][N:36]=1)=[O:26])[CH2:15][CH2:14][CH2:13]2)([C:4]([CH3:5])([CH3:6])[CH3:7])([CH3:2])[CH3:3] |f:2.3,5.6|. Reported procedure: Dry THF (5 ml) was added to a mixture of phenyl 6-(((tert-butyldimethylsilyl)oxy)methyl)-7-(dimethoxymethyl)-3,4-dihydro-1,8-naphthyridine-1(2H)-carboxylate (intermediate 38, 120 mg, 0.254 mmol) and racemic 6-amino-4-(2-((dimethylamino)methyl)morpholino)nicotinonitrile (intermediate 77, 66 mg, 0.254 mmol). The resulting solution was evaporated, the flask flushed with argon, THF (1.3 ml) added and then cooled to −78° C. A solution of LHMDS in methylcyclohexane (0.9 M, 0.62 ml, 0.559 mmol) was add... Starting materials: CC(CN1CCOCC1)(C)N1C=NC(=C1)NC(C(CCC)N)=O (2-Amino-pentanoic acid [1-(1,1-dimethyl-2-morpholin-4-yl-ethyl)-1H-imidazol-4-yl]-amide), O[C@H](C(=O)O)C(C)C ((S)-2-hydroxy-3-methyl-butyric acid). The product is CC(CN1CCOCC1)(C)N1C=NC(=C1)NC(C(CCC)NC(C(C(C)C)O)=O)=O (2-(2-Hydroxy-3-methyl-butyrylamino)-pentanoic acid [1-(1,1-dimethyl-2-morpholin-4-yl-ethyl)-1H-imidazol-4-yl]-amide). Reaction SMILES: [CH3:1][C:2]([N:11]1[CH:15]=[C:14]([NH:16][C:17](=[O:23])[CH:18]([NH2:22])[CH2:19][CH2:20][CH3:21])[N:13]=[CH:12]1)([CH3:10])[CH2:3][N:4]1[CH2:9][CH2:8][O:7][CH2:6][CH2:5]1.[OH:24][C@@H:25]([CH:29]([CH3:31])[CH3:30])[C:26](O)=[O:27]>>[CH3:1][C:2]([N:11]1[CH:15]=[C:14]([NH:16][C:17](=[O:23])[CH:18]([NH:22][C:26](=[O:27])[CH:25]([OH:24])[CH:29]([CH3:31])[CH3:30])[CH2:19][CH2:20][CH3:21])[N:13]=[CH:12]1)([CH3:10])[CH2:3][N:4]1[CH2:5][CH2:6][O:7][CH2:8][CH2:9]1. Procedure: 2-Amino-pentanoic acid [1-(1,1-dimethyl-2-morpholin-4-yl-ethyl)-1H-imidazol-4-yl]-amide was coupled with (S)-2-hydroxy-3-methyl-butyric acid to afford the title compound: 13C NMR (100 MHz, CDCl3) 13.9, 16.1, 19.1, 19.4, 25.9, 32.3, 35.4, 52.8, 55.5, 59.2, 67.4, 68.8, 105.3, 131.3, 137.2, 169.4, 174.1; MS m/z 424.4 (M+1). Reactants: 2.1, C(C1=CC=CC=C1)N1CCC(CC1)N1CCC(CC1)OC (1′-benzyl-4-methoxy-[1,4′]bipiperidinyl), [H][H] (hydrogen). Reagents/catalysts: [Pd] (Pd/C). Solvent: CO (MeOH), O (water). Reaction conditions: time 8 hour. The product is COC1CCN(CC1)C1CCNCC1 (4-methoxy-[1,4′]bipiperidinyl). RXN SMILES: C([N:8]1[CH2:13][CH2:12][CH:11]([N:14]2[CH2:19][CH2:18][CH:17]([O:20][CH3:21])[CH2:16][CH2:15]2)[CH2:10][CH2:9]1)C1C=CC=CC=1.[H][H]>CO.O.[Pd]>[CH3:21][O:20][CH:17]1[CH2:18][CH2:19][N:14]([CH:11]2[CH2:12][CH2:13][NH:8][CH2:9][CH2:10]2)[CH2:15][CH2:16]1. Procedure: A suspension of 2.1 (5.87 mmol) 1′-benzyl-4-methoxy-[1,4′]bipiperidinyl and 1.0 g 10% Pd/C in 50 mL MeOH and 20 mL water was hydrogenated for 8 h at RT and 3 bar hydrogen pressure. The catalyst was removed by suction filtering, the filtrate was concentrated by evaporation i.vac., the residue was triturated with diethyl ether, suction filtered and dried. Reactants: c1ccc2c(c1)CCN2, COc1cc2ncnc(Cl)c2cc1OC. The product is COc1cc2ncnc(N3CCc4ccccc43)c2cc1OC. Reaction SMILES: [CH2:1]1[CH2:2][c:3]2[cH:4][cH:5][cH:6][cH:7][c:8]2[NH:9]1.[Cl:10][c:11]1[n:12][cH:13][n:14][c:15]2[cH:16][c:17]([O:23][CH3:24])[c:18]([O:21][CH3:22])[cH:19][c:20]12>>[CH2:1]1[CH2:2][c:3]2[cH:4][cH:5][cH:6][cH:7][c:8]2[N:9]1[c:11]1[n:12][cH:13][n:14][c:15]2[cH:16][c:17]([O:23][CH3:24])[c:18]([O:21][CH3:22])[cH:19][c:20]12.